This data is from the Open Reaction Database (ORD), a public repository of structured organic reaction records. The task is: describe an organic reaction: reactants, conditions, products, and yield The reactants are Cl (hydrochloric acid), BrCC=1NC(NC1C(C1=CC=C(C=C1)OC)=O)=O (4-(bromomethyl)-1,3-dihydro-5-(4-methoxybenzoyl)-2H-imidazol-2-one), Cl.Cl.CC1=C(C=CC=C1)N1CCNCC1 (1-(2-methylphenyl)piperazine dihydrochloride), C([O-])([O-])=O.[K+].[K+] (potassium carbonate). The solvent is C(C)O (ethanol), O (Water). Reaction conditions: time 24 hour. The product is Cl.COC1=CC=C(C(=O)C=2NC(NC2CN2CCN(CC2)C2=C(C=CC=C2)C)=O)C=C1 (1,3-dihydro-4-(4-methoxybenzoyl)-5-[[4-(2-methylphenyl)-1-piperazinyl]methyl]-2H-imidazol-2-one hydrochloride). As a reaction SMILES: Br[CH2:2][C:3]1[NH:4][C:5](=[O:18])[NH:6][C:7]=1[C:8](=[O:17])[C:9]1[CH:14]=[CH:13][C:12]([O:15][CH3:16])=[CH:11][CH:10]=1.[ClH:19].Cl.[CH3:21][C:22]1[CH:27]=[CH:26][CH:25]=[CH:24][C:23]=1[N:28]1[CH2:33][CH2:32][NH:31][CH2:30][CH2:29]1.C(=O)([O-])[O-].[K+].[K+].Cl>C(O)C.O>[ClH:19].[CH3:16][O:15][C:12]1[CH:13]=[CH:14][C:9]([C:8]([C:7]2[NH:6][C:5](=[O:18])[NH:4][C:3]=2[CH2:2][N:31]2[CH2:32][CH2:33][N:28]([C:23]3[CH:24]=[CH:25][CH:26]=[CH:27][C:22]=3[CH3:21])[CH2:29][CH2:30]2)=[O:17])=[CH:10][CH:11]=1 |f:1.2.3,4.5.6,10.11|. Procedure details: A mixture of 6.2 g of 4-(bromomethyl)-1,3-dihydro-5-(4-methoxybenzoyl)-2H-imidazol-2-one, 5.0 g of 1-(2-methylphenyl)piperazine dihydrochloride and 5.4 g of potassium carbonate in 100 ml of ethanol is stirred at room temperature for 24 hours. Water is added to the reaction mixture and the precipitate which forms is separated by filtration. The solid is then suspended in 2-propanol, 1 equivalent of hydrochloric acid is added, and the resulting solid is separated and recrystallized from 2-propanol... Starting materials: COC1=C(C=C(OC)C=C1[N+](=O)[O-])[N+](=O)[O-] (2,6-dinitro-hydroquinone dimethyl ether), C(O)CN (ethanol amine), C(C)(=O)O (acetic acid). Yields the product [N+](=O)([O-])C1=C(NCCO)C(=CC(=C1)OC)[N+](=O)[O-] (2,6-dinitro-4-methoxy-(2'-hydroxy-ethyl)aniline). Reaction SMILES: CO[C:3]1[C:10]([N+:11]([O-:13])=[O:12])=[CH:9][C:6]([O:7][CH3:8])=[CH:5][C:4]=1[N+:14]([O-:16])=[O:15].C(O)(=O)C.[CH2:21]([CH2:23][NH2:24])[OH:22]>>[N+:11]([C:10]1[CH:9]=[C:6]([O:7][CH3:8])[CH:5]=[C:4]([N+:14]([O-:16])=[O:15])[C:3]=1[NH:24][CH2:23][CH2:21][OH:22])([O-:13])=[O:12]. Procedure: 1 g of 2,6-dinitro-hydroquinone dimethyl ether (B. Relchert and W. Turkewitsch, Arch. der Pharmazie 276, 397, 406 (1938)) was stirred in 15 ml of ethanol amine for one hour at room temperature, whereupon the mixture was poured on ice and neutralized with acetic acid. The precipitated red crystals were filtered with suction. 0.9 g (78 percent of the theoretical yield) of the product was obtained; it has a melting point of 104° C.